From a dataset of the Open Reaction Database (ORD), a public repository of structured organic reaction records. describe an organic reaction: reactants, conditions, products, and yield The reactants are Cl, COc1nc(N)c2nc(OC)n(Cc3ccccc3)c2n1, N. Yields the product COc1nc(N)c2nc(O)n(Cc3ccccc3)c2n1. RXN SMILES: [ClH:23].[NH2:1][c:2]1[c:3]2[n:4][c:5]([O:20][CH3:21])[n:6]([CH2:13][c:14]3[cH:15][cH:16][cH:17][cH:18][cH:19]3)[c:7]2[n:8][c:9]([O:11][CH3:12])[n:10]1.[NH3:22]>>[NH2:1][c:2]1[c:3]2[n:4][c:5]([OH:20])[n:6]([CH2:13][c:14]3[cH:15][cH:16][cH:17][cH:18][cH:19]3)[c:7]2[n:8][c:9]([O:11][CH3:12])[n:10]1. Starting materials: C[O-].[Na+] (Sodium methoxide), Cl (hydrochloric acid), CC(C(=O)[O-])(C(=O)[O-])C (Dimethylmalonate), C(C)OC(C=[N+]=[N-])=O (ethyldiazoacetate), C([O-])(O)=O.[Na+] (sodium bicarbonate), CO (methanol). The solvent is O (water). Run at time 72 hour. Yields the product C(=O)(OCC)C1=NNC(=C1O)C(=O)OCC (3,5-Dicarboethoxy-4-hydroxypyrazole). RXN SMILES: [CH3:1][O-:2].[Na+].C[C:5](C)(C([O-])=O)[C:6]([O-])=[O:7].[CH2:13]([O:15][C:16](=[O:20])[CH:17]=[N+:18]=[N-:19])[CH3:14].Cl.[C:22](=O)(O)[O-].[Na+].[CH3:27][OH:28]>O>[C:1]([C:5]1[C:6]([OH:7])=[C:17]([C:16]([O:15][CH2:13][CH3:14])=[O:20])[NH:18][N:19]=1)([O:28][CH2:27][CH3:22])=[O:2] |f:0.1,5.6|. Procedure: Sodium methoxide (18.9 g, 0.35 moles) was suspended in methanol (400 ml) at 5° C. Dimethylmalonate (46.2, 0.35 moles) and ethyldiazoacetate (20 g, 0.175 moles) was added quickly and the reaction stirred at room temperature for 72 hours. The reaction was cooled to 5° C. and hydrochloric acid (70 ml of 5M) added; followed by 500 ml of water. The pH of the reaction was adjusted to 7 with sodium bicarbonate and the solids (22 g, 63%) collected by filtration. EA, MS